This data is from the Open Reaction Database (ORD), a public repository of structured organic reaction records. The task is: describe an organic reaction: reactants, conditions, products, and yield Reactants: F[C@@H]1C[C@H](N(C1)C(=O)OC(C)(C)C)C(N[C@H]1CC[C@@H]2CN(C[C@@H]21)C2=CC(=CC=C2)C(F)(F)F)=O ((2S,4R)-tert-butyl 4-fluoro-2-((3aR,4S,6aS)-2-(3-(trifluoromethyl)phenyl)octahydrocyclopenta[c]pyrrol-4-ylcarbamoyl)pyrrolidine-1-carboxylate), Cl (HCl), O1CCOCC1 (1,4-dioxane). Reaction conditions: time 8 hour. Yields the product F[C@H]1C[C@H](NC1)C(=O)N[C@H]1CC[C@@H]2CN(C[C@@H]21)C2=CC(=CC=C2)C(F)(F)F ((4S)-4-fluoro-N-{(3aR,4S,6aS)-2-[3-(trifluoromethyl)phenyl]octahydrocyclopenta[c]pyrrol-4-yl}-L-prolinamide). Reaction SMILES: [F:1][C@H:2]1[CH2:6][N:5](C(OC(C)(C)C)=O)[C@H:4]([C:14](=[O:34])[NH:15][C@@H:16]2[C@@H:23]3[C@@H:19]([CH2:20][N:21]([C:24]4[CH:29]=[CH:28][CH:27]=[C:26]([C:30]([F:33])([F:32])[F:31])[CH:25]=4)[CH2:22]3)[CH2:18][CH2:17]2)[CH2:3]1.Cl.O1CCOCC1>>[F:1][C@@H:2]1[CH2:6][NH:5][C@H:4]([C:14]([NH:15][C@@H:16]2[C@@H:23]3[C@@H:19]([CH2:20][N:21]([C:24]4[CH:29]=[CH:28][CH:27]=[C:26]([C:30]([F:33])([F:32])[F:31])[CH:25]=4)[CH2:22]3)[CH2:18][CH2:17]2)=[O:34])[CH2:3]1. Procedure details: In a 4 mL vial was added (2S,4R)-tert-butyl 4-fluoro-2-((3aR,4S,6aS)-2-(3-(trifluoromethyl)phenyl)octahydrocyclopenta[c]pyrrol-4-ylcarbamoyl)pyrrolidine-1-carboxylate from Step 3 (63 mg, 0.130 mmol) and 4 N HCl in 1,4-dioxane (0.487 mL, 1.948 mmol) to give a colorless solution. The reaction was stirred at room temperature overnight, and the solvent was then removed in vacuo. The residue was purified using a 12 g silica gel cartridge eluted with a gradient of 0-2.5% methanol (2 N ammonia)/dichlor...